Dataset: the Open Reaction Database (ORD), a public repository of structured organic reaction records. Task: describe an organic reaction: reactants, conditions, products, and yield Starting materials: BrC1=CN=C2N1C=CC(=N2)C (3-bromo-7-methylimidazo[1,2-a]pyrimidine), COC=1C=C(C=CC1)B(O)O (3-methoxyphenylboronic acid), C([O-])([O-])=O.[Na+].[Na+] (sodium carbonate), aqueous solution. Reagents/catalysts: C=1C=CC(=CC1)[P](C=2C=CC=CC2)(C=3C=CC=CC3)[Pd]([P](C=4C=CC=CC4)(C=5C=CC=CC5)C=6C=CC=CC6)([P](C=7C=CC=CC7)(C=8C=CC=CC8)C=9C=CC=CC9)[P](C=1C=CC=CC1)(C=1C=CC=CC1)C=1C=CC=CC1 (tetrakis(triphenylphosphine)palladium(0)). Run in COCCOC (1,2-dimethoxyethane). Reaction conditions: temperature 85 celsius. Yields the product N (ammonia), COC=1C=C(C=CC1)C1=CN=C2N1C=CC(=N2)C (3-(3-methoxyphenyl)-7-methylimidazo[1,2-a]pyrimidine). The yield is 177.2%. Reaction SMILES: Br[C:2]1[N:6]2[CH:7]=[CH:8][C:9]([CH3:11])=[N:10][C:5]2=[N:4][CH:3]=1.[CH3:12][O:13][C:14]1[CH:15]=[C:16](B(O)O)[CH:17]=[CH:18][CH:19]=1.C(=O)([O-])[O-].[Na+].[Na+]>COCCOC.C1C=CC([P]([Pd]([P](C2C=CC=CC=2)(C2C=CC=CC=2)C2C=CC=CC=2)([P](C2C=CC=CC=2)(C2C=CC=CC=2)C2C=CC=CC=2)[P](C2C=CC=CC=2)(C2C=CC=CC=2)C2C=CC=CC=2)(C2C=CC=CC=2)C2C=CC=CC=2)=CC=1>[NH3:4].[CH3:12][O:13][C:14]1[CH:19]=[C:18]([C:2]2[N:6]3[CH:7]=[CH:8][C:9]([CH3:11])=[N:10][C:5]3=[N:4][CH:3]=2)[CH:17]=[CH:16][CH:15]=1 |f:2.3.4,^1:38,40,59,78|. Procedure details: A mixture of 3-bromo-7-methylimidazo[1,2-a]pyrimidine (5.3 g, 25 mmol), 3-methoxyphenylboronic acid (4.94 g, 32.5 mmol) and tetrakis(triphenylphosphine)palladium(0) (870 mg, 0.8 mmol) in 1,2-dimethoxyethane (40 ml) was treated with sodium carbonate (18.8 ml of a 2M aqueous solution) then heated at 85° C. for 16 h. The reaction mixture was allowed to cool to ambient temperature then partitioned between ethyl acetate and water. The organics were washed with 10% sodium carbonate solution, water, br... Reactants: [H-].[Na+] (sodium hydride), C1(=CC=C(C=C1)C[C@@H]1CCC(N1CC1=CC=C(C=C1)OC)=O)C1=CC=CC=C1 ((S)-5-biphenyl-4-ylmethyl-1-(4-methoxy-benzyl)-pyrrolidin-2-one), CN1CCCN(C1=O)C (DMPU), COC(C1=CC=CC=C1)=O (benzoic acid methyl ester), C1(=CC=CC=C1)C (Toluene). Solvent: [Cl-].[NH4+] (ammonium chloride), C(C)(=O)OCC (ethyl acetate). Reaction conditions: temperature 20 celsius. Yields the product C(C1=CC=CC=C1)(=O)[C@@H]1C(N(C(C1)CC1=CC=C(C=C1)C1=CC=CC=C1)CN1CCCC1)=O ((R/S)-3-Benzoyl-(R)-5-biphenyl-4-ylmethyl-1-pyrrolidin-1-ylmethyl-pyrrolidin-2-one). RXN SMILES: [C:1]1(C2C=CC=CC=2)[CH:6]=[CH:5][C:4]([CH2:7][C@H:8]2[N:12]([CH2:13]C3C=CC(OC)=CC=3)[C:11](=[O:22])[CH2:10][CH2:9]2)=[CH:3][CH:2]=1.C[N:30]1[C:35](=O)N(C)[CH2:33][CH2:32][CH2:31]1.CO[C:40](=[O:47])[C:41]1[CH:46]=[CH:45][CH:44]=[CH:43][CH:42]=1.[H-].[Na+].[C:50]1(C)[CH:55]=[CH:54][CH:53]=[CH:52][CH:51]=1>[Cl-].[NH4+].C(OCC)(=O)C>[C:40]([C@H:10]1[CH2:9][CH:8]([CH2:7][C:4]2[CH:5]=[CH:6][C:1]([C:50]3[CH:55]=[CH:54][CH:53]=[CH:52][CH:51]=3)=[CH:2][CH:3]=2)[N:12]([CH2:13][N:30]2[CH2:31][CH2:32][CH2:33][CH2:35]2)[C:11]1=[O:22])(=[O:47])[C:41]1[CH:42]=[CH:43][CH:44]=[CH:45][CH:46]=1 |f:3.4,6.7|. Procedure: Under N2, the mixture of (S)-5-biphenyl-4-ylmethyl-1-pyrrolidin-1-ylmethylpyrrolidin-2-one (3a, R1=pyrrolidinylmethyl) (1.34 g, 4 mmol), DMPU (0.56 g, 4.4 mmol) and benzoic acid methyl ester (0.6 g, 4.4 mmol) in 4 mL Toluene is stirring at 20° C., sodium hydride (55% in mineral oil, 0.23 g, 5.2 mmol) is added, and stirred for 3 hours at 60° C. the reaction mixture is diluted with 5 mL saturated aqueous ammonium chloride solution and 10 mL ethyl acetate, stirred for 15 min, stop stirring, and rem... The reactants are ester, CC(C)(OC(=O)N[C@H](CCC(=O)N1[C@@H](CC2=CC=CC=C12)C(=O)OCC)C(OCC1=CC=CC=C1)=O)C ((S)-1-[(R)-4-[[(1,1-Dimethylethoxy)carbonyl]-amino]-1,5-dioxo-5-(phenylmethoxy)pentyl]-2,3-dihydro-1H-indole-2-carboxylic acid, ethyl ester), C1(=CC=CC=C1)OC (anisole), FC(C(=O)O)(F)F (trifluoroacetic acid), FC(C(=O)O)(F)F (trifluoroacetic acid). Reaction conditions: time 2 hour. Yields the product FC(C(=O)O)(F)F.N[C@H](CCC(=O)N1[C@@H](CC2=CC=CC=C12)C(=O)OCC)C(CC1=CC=CC=C1)=O ((S)-1-[(R)-4-amino-1,5-dioxo-5-(phenylmethyl)-pentyl]-2,3-dihydro-1H-indole-2-carboxylic acid, ethyl ester, trifluoroacetate salt). As a reaction SMILES: CC(C)(OC([NH:7][C@@H:8]([C:27](=[O:36])OCC1C=CC=CC=1)[CH2:9][CH2:10][C:11]([N:13]1[C:21]2[C:16](=[CH:17][CH:18]=[CH:19][CH:20]=2)[CH2:15][C@H:14]1[C:22]([O:24][CH2:25][CH3:26])=[O:23])=[O:12])=O)C.[C:38]1(OC)[CH:43]=[CH:42][CH:41]=[CH:40][CH:39]=1.[F:46][C:47]([F:52])([F:51])[C:48]([OH:50])=[O:49]>>[F:46][C:47]([F:52])([F:51])[C:48]([OH:50])=[O:49].[NH2:7][C@@H:8]([C:27](=[O:36])[CH2:47][C:38]1[CH:43]=[CH:42][CH:41]=[CH:40][CH:39]=1)[CH2:9][CH2:10][C:11]([N:13]1[C:21]2[C:16](=[CH:17][CH:18]=[CH:19][CH:20]=2)[CH2:15][C@H:14]1[C:22]([O:24][CH2:25][CH3:26])=[O:23])=[O:12] |f:3.4|. Reported procedure: A mixture of the ester product from part (e) (0.39 mmole, 0.2 g.), anisole (0.2 ml.) and trifluoroacetic acid (1.95 ml.) is allowed to stir at room temperature for two hours. The trifluoroacetic acid is stripped in vacuo to yield (S)-1-[(R)-4-amino-1,5-dioxo-5-(phenylmethyl)-pentyl]-2,3-dihydro-1H-indole-2-carboxylic acid, ethyl ester, trifluoroacetate salt as a yellow oil. Starting materials: NC=1C(=CC(=NC1)F)C(=O)O (5-amino-2-fluoropyridine-4-carboxylic acid), O (water), C(C)(=O)O.C(=N)N (formamidine acetate). Run in COCCO (2-methoxyethanol). Product: FC1=CC2=C(N=CNC2=O)C=N1 (6-Fluoropyrido[3,4-d]-pyrimidin-4(3H)-one). Reaction SMILES: [NH2:1][C:2]1[C:3]([C:9]([OH:11])=O)=[CH:4][C:5]([F:8])=[N:6][CH:7]=1.O.C(O)(=O)C.[CH:17](N)=[NH:18]>COCCO>[F:8][C:5]1[N:6]=[CH:7][C:2]2[N:1]=[CH:17][NH:18][C:9](=[O:11])[C:3]=2[CH:4]=1 |f:2.3|. Procedure: A suspension of 39.0 g (246 mmol) of 5-amino-2-fluoropyridine-4-carboxylic acid hydrated with 0.15 equivalents of water, 52.01 g (500 mmol) of formamidine acetate, and 500 mL of 2-methoxyethanol was heated at reflux for 6 hours, then concentrated to a solid. The solids were treated carefully with 100 mL of 10% aqueous sodium bicarbonate while maintaining vigorous stirring. The resultant suspension was filtered, and the collected brown solids were washed well with water, then dried over P2O5 to a... Starting materials: ClC1=CC(=C2CC(NC2=C1)=O)F (6-chloro-4-fluoroindolin-2-one), ClC=1C(=C(C=O)C=CC1)F (3-chloro-2-fluorobenzaldehyde), N1CCCCC1 (piperidine). The solvent is CO (methanol). Reaction conditions: temperature 50 celsius. The product is ClC1=CC(=C2/C(/C(NC2=C1)=O)=C/C1=C(C(=CC=C1)Cl)F)F (Z-6-chloro-3-(3-chloro-2-fluoro-benzylidene)-4-fluoro-1,3-dihydro-indol-2-one). The yield is 74.8%. Reaction SMILES: [Cl:1][C:2]1[CH:10]=[C:9]2[C:5]([CH2:6][C:7](=[O:11])[NH:8]2)=[C:4]([F:12])[CH:3]=1.[Cl:13][C:14]1[C:15]([F:22])=[C:16]([CH:19]=[CH:20][CH:21]=1)[CH:17]=O.N1CCCCC1>CO>[Cl:1][C:2]1[CH:10]=[C:9]2[C:5](/[C:6](=[CH:17]/[C:16]3[CH:19]=[CH:20][CH:21]=[C:14]([Cl:13])[C:15]=3[F:22])/[C:7](=[O:11])[NH:8]2)=[C:4]([F:12])[CH:3]=1. Reported procedure: To the mixture of 6-chloro-4-fluoroindolin-2-one (Natrochem, 85% purity) (1.1 g, 5.0 mmol) and 3-chloro-2-fluorobenzaldehyde (2.4 g, 15 mmol) (Oakwood) in methanol (50 mL) was added piperidine (1.7 g, 20 mmol) (Aldrich) dropwise. The mixture was then heated at 50° C. for 3 h. After cooled to 4° C., the mixture was filtered and resulting precipitate was collected, washed with cold methanol, dried to give the first batch of desired product (1.22 g). The filtrate was concentrated, and the residue w... Reactants: CC(=O)Oc1cccc(I)c1OC(C)=O, O=C([O-])[O-], CC1(C)CCCC(C)(C)N1O, CC#N, [Na+], [Na+], O=C1OC(CO)CN1c1ccc2c(c1)OCCO2, O. Yields the product O=C(O)C1CN(c2ccc3c(c2)OCCO3)C(=O)O1. Reaction SMILES: [C:19]([O:20][c:22]1[c:23]([O:24][C:25](=[O:26])[CH3:27])[c:28]([I:29])[cH:30][cH:31][cH:32]1)(=[O:21])[CH3:33].[C:45](=[O:46])([O-:47])[O-:48].[CH3:34][C:35]1([CH3:44])[N:36]([O:37])[C:38]([CH3:39])([CH3:40])[CH2:41][CH2:42][CH2:43]1.[CH3:52][C:53]#[N:54].[Na+:49].[Na+:50].[O:1]1[CH2:2][CH2:3][O:4][c:5]2[c:6]1[cH:7][cH:8][c:9]([N:11]1[C:12](=[O:18])[O:13][CH:14]([CH2:16][OH:17])[CH2:15]1)[cH:10]2.[OH2:51]>>[O:1]1[CH2:2][CH2:3][O:4][c:5]2[c:6]1[cH:7][cH:8][c:9]([N:11]1[C:12](=[O:18])[O:13][CH:14]([C:16](=[O:17])[OH:21])[CH2:15]1)[cH:10]2. The reactants are CCNc1ccc2c(c1)C(C(C)(C)C)=CCC2(C)C, Cc1ccccc1, O=C(O)c1ccc(F)nc1. Yields the product CCN(c1ccc2c(c1)C(C(C)(C)C)=CCC2(C)C)c1ccc(C(=O)O)cn1. As a reaction SMILES: [C:1]([CH3:2])([CH3:3])([CH3:4])[C:5]1=[CH:6][CH2:7][C:8]([CH3:18])([CH3:19])[c:9]2[cH:10][cH:11][c:12]([NH:15][CH2:16][CH3:17])[cH:13][c:14]21.[CH3:30][c:31]1[cH:32][cH:33][cH:34][cH:35][cH:36]1.[F:20][c:21]1[n:22][cH:23][c:24]([C:25](=[O:26])[OH:27])[cH:28][cH:29]1>>[C:1]([CH3:2])([CH3:3])([CH3:4])[C:5]1=[CH:6][CH2:7][C:8]([CH3:18])([CH3:19])[c:9]2[cH:10][cH:11][c:12]([N:15]([CH2:16][CH3:17])[c:21]3[n:22][cH:23][c:24]([C:25](=[O:26])[OH:27])[cH:28][cH:29]3)[cH:13][c:14]21. The reactants are CC1C(NC2=CC=CC=C12)C(=O)OC (Methyl 3-(R/S)-methylindoline-2(R/S)-carboxylate). The solvent is C(CCC)N (butylamine). Yields the product C(CCC)NC(=O)C1NC2=CC=CC=C2C1C (3-(R/S)-methylindoline-2(R/S)-carboxylic Acid Butylamide). RXN SMILES: [CH3:1][CH:2]1[C:10]2[C:5](=[CH:6][CH:7]=[CH:8][CH:9]=2)[NH:4][CH:3]1[C:11]([O:13]C)=O>C(N)CCC>[CH2:3]([NH:4][C:11]([CH:3]1[CH:2]([CH3:1])[C:10]2[C:5](=[CH:6][CH:7]=[CH:8][CH:9]=2)[NH:4]1)=[O:13])[CH2:2][CH2:10][CH3:9]. Procedure details: Methyl 3-(R/S)-methylindoline-2(R/S)-carboxylate (3.60 g, 18.8 mmol) was dissolved in butylamine (100 ml) under nitrogen and the solution was then stirred at reflux for 3 hours. After cooling the mixture, the remaining butylamine was removed under vacuum. The crude product was purified by chromatography on a column of silica gel, using a 7/3 and then a 5/5 petroleum ether/ethyl acetate mixture as eluent. Two main fractions were collected. The first was a white solid which is the trans isomer. The reactants are CNC1=CC=C(C=C1)[N+](=O)[O-] (N-methyl-4-nitroaniline), ClC(=O)OC (methyl chloroformate). Run in CO (MeOH). The product is CN(C(OC)=O)C1=CC=C(C=C1)[N+](=O)[O-] (Methyl N-methyl-N-(4-nitrophenyl)carbamate), solid. Isolated yield 84.0%. RXN SMILES: [CH3:1][NH:2][C:3]1[CH:8]=[CH:7][C:6]([N+:9]([O-:11])=[O:10])=[CH:5][CH:4]=1.Cl[C:13]([O:15][CH3:16])=[O:14]>CO>[CH3:1][N:2]([C:3]1[CH:4]=[CH:5][C:6]([N+:9]([O-:11])=[O:10])=[CH:7][CH:8]=1)[C:13](=[O:14])[O:15][CH3:16]. Reported procedure: The title compound was prepared from N-methyl-4-nitroaniline and methyl chloroformate according to Method Y and was isolated as a pale yellow solid (84%) after trituration in cold MeOH. δH (DMSO-d6) 8.22 (2H, d, J 9.3 Hz), 7.64 (2H, d, J 9.3 Hz), 3.70 (3H, s), 3.32 (3H, s). Reactants: COC(=O)CC(C=C(C)C)c1ccc(OCc2ccc3c(c2)C(C)(C)CCC3(C)C)cc1, CCO, [Na+], [OH-], O. Product: CC(C)=CC(CC(=O)O)c1ccc(OCc2ccc3c(c2)C(C)(C)CCC3(C)C)cc1. RXN SMILES: [CH3:1][C:2](=[CH:3][CH:4]([CH2:5][C:6](=[O:7])[O:8][CH3:9])[c:10]1[cH:11][cH:12][c:13]([O:16][CH2:17][c:18]2[cH:19][c:20]3[c:25]([cH:26][cH:27]2)[C:24]([CH3:28])([CH3:29])[CH2:23][CH2:22][C:21]3([CH3:30])[CH3:31])[cH:14][cH:15]1)[CH3:32].[CH3:36][CH2:37][OH:38].[Na+:34].[OH-:33].[OH2:35]>>[CH3:1][C:2](=[CH:3][CH:4]([CH2:5][C:6](=[O:7])[OH:8])[c:10]1[cH:11][cH:12][c:13]([O:16][CH2:17][c:18]2[cH:19][c:20]3[c:25]([cH:26][cH:27]2)[C:24]([CH3:28])([CH3:29])[CH2:23][CH2:22][C:21]3([CH3:30])[CH3:31])[cH:14][cH:15]1)[CH3:32].